This data is from the Open Reaction Database (ORD), a public repository of structured organic reaction records. The task is: describe an organic reaction: reactants, conditions, products, and yield Reactants: CC#N, CN(C)C=O, O=P(Cl)(Cl)Cl, O=c1[nH]c2ccn3c(-c4ncccn4)nnc3c2cc1-c1ccccc1. Yields the product Clc1nc2ccn3c(-c4ncccn4)nnc3c2cc1-c1ccccc1. As a reaction SMILES: [CH3:37][C:38]#[N:39].[O:27]=[CH:28][N:29]([CH3:30])[CH3:31].[P:32]([Cl:33])([Cl:34])([Cl:35])=[O:36].[c:1]1(-[c:7]2[c:8](=[O:26])[nH:9][c:10]3[cH:11][cH:12][n:13]4[c:14]([c:15]3[cH:16]2)[n:17][n:18][c:19]4-[c:20]2[n:21][cH:22][cH:23][cH:24][n:25]2)[cH:2][cH:3][cH:4][cH:5][cH:6]1>>[c:1]1(-[c:7]2[c:8]([Cl:34])[n:9][c:10]3[cH:11][cH:12][n:13]4[c:14]([c:15]3[cH:16]2)[n:17][n:18][c:19]4-[c:20]2[n:21][cH:22][cH:23][cH:24][n:25]2)[cH:2][cH:3][cH:4][cH:5][cH:6]1. Yields the product BrC1C(C2=CC(=CC=C2C1)Cl)=O (2-Bromo-6-chloro-1-indanone). Reaction SMILES: [Br:1]Br.[Cl:3][C:4]1[CH:12]=[C:11]2[C:7]([CH2:8][CH2:9][C:10]2=[O:13])=[CH:6][CH:5]=1.Br>C(OC(=O)C)C>[Br:1][CH:9]1[CH2:8][C:7]2[C:11](=[CH:12][C:4]([Cl:3])=[CH:5][CH:6]=2)[C:10]1=[O:13]. Reported procedure: A solution of 9.59 g (60.0 mmoles) of bromine in 20 ml of acetic acid ethyl ester is added dropwise to a solution of 10.0 g (60.0 mmoles) of 6-chloro-1-indanone in 80 ml of acetic acid ethyl ester and 0.5 ml of 48% strength aqueous hydrobromic acid. After stirring for 3 hours, the reaction solution is concentrated to dryness, the residue is stirred with 50 ml of water and the precipitate is filtered off. The crude product of melting point 84°-87° is recrystallized from petroleum ether 60/70 and ... Solvent: C(C)OC(C)=O (acetic acid ethyl ester), C(C)OC(C)=O (acetic acid ethyl ester). The reactants are BrBr (bromine), ClC1=CC=C2CCC(C2=C1)=O (6-chloro-1-indanone), Br (hydrobromic acid). Run at time 3 hour. The reactants are ClCCl, CC1CCNCC1, CCN(C(C)C)C(C)C, O=C(OC(Cl)(Cl)Cl)OC(Cl)(Cl)Cl, O=c1c2c[nH]c3ccccc3c-2nn1-c1ccccc1. The product is CC1CCN(C(=O)n2cc3c(=O)n(-c4ccccc4)nc-3c3ccccc32)CC1. Reaction SMILES: [CH2:49]([Cl:50])[Cl:51].[CH3:42][CH:43]1[CH2:44][CH2:45][NH:46][CH2:47][CH2:48]1.[CH:21]([N:22]([CH2:23][CH3:24])[CH:25]([CH3:26])[CH3:27])([CH3:28])[CH3:29].[Cl:30][C:31]([Cl:32])([O:33][C:34]([O:35][C:36]([Cl:37])([Cl:38])[Cl:39])=[O:40])[Cl:41].[c:1]1(-[n:7]2[n:8][c:9]3[c:18]4[c:13]([nH:12][cH:11][c:10]-3[c:19]2=[O:20])[cH:14][cH:15][cH:16][cH:17]4)[cH:2][cH:3][cH:4][cH:5][cH:6]1>>[c:1]1(-[n:7]2[n:8][c:9]3[c:18]4[c:13]([n:12]([C:34](=[O:40])[N:46]5[CH2:45][CH2:44][CH:43]([CH3:42])[CH2:48][CH2:47]5)[cH:11][c:10]-3[c:19]2=[O:20])[cH:14][cH:15][cH:16][cH:17]4)[cH:2][cH:3][cH:4][cH:5][cH:6]1.